This data is from the Open Reaction Database (ORD), a public repository of structured organic reaction records. The task is: describe an organic reaction: reactants, conditions, products, and yield Starting materials: [I-].[K+] (potassium iodide), NC=1C=2N(C=C(C1)C(=O)OC)C(=C(N2)C)C (Methyl 8-amino-2,3-dimethylimidazo[1,2-a]pyridine-6-carboxylate), C(C)C1=C(CCl)C(=CC=C1)C (2-ethyl-6-methylbenzylchloride), C([O-])([O-])=O.[K+].[K+] (potassium carbonate). The solvent is C(C)#N (acetonitrile), C(Cl)Cl (methylene chloride). Product: CC=1N=C2N(C=C(C=C2NCC2=C(C=CC=C2C)CC)C(=O)OC)C1C (methyl 2,3-dimethyl-8-(2-ethyl-6-methylbenzylamino)-imidazo[1,2-a]pyridine-6-carboxylate). Yield: 37.3%. As a reaction SMILES: [NH2:1][C:2]1[C:3]2[N:4]([C:12]([CH3:16])=[C:13]([CH3:15])[N:14]=2)[CH:5]=[C:6]([C:8]([O:10][CH3:11])=[O:9])[CH:7]=1.[CH2:17]([C:19]1[CH:26]=[CH:25][CH:24]=[C:23]([CH3:27])[C:20]=1[CH2:21]Cl)[CH3:18].C(=O)([O-])[O-].[K+].[K+].[I-].[K+]>C(Cl)Cl.C(#N)C>[CH3:15][C:13]1[N:14]=[C:3]2[C:2]([NH:1][CH2:21][C:20]3[C:23]([CH3:27])=[CH:24][CH:25]=[CH:26][C:19]=3[CH2:17][CH3:18])=[CH:7][C:6]([C:8]([O:10][CH3:11])=[O:9])=[CH:5][N:4]2[C:12]=1[CH3:16] |f:2.3.4,5.6|. Procedure: Methyl 8-amino-2,3-dimethylimidazo[1,2-a]pyridine-6-carboxylate (0.7 g, 3.2 mmol), 2-ethyl-6-methylbenzylchloride (0.54 g, 3.2 mmol), potassium carbonate (0.9 g, 6.4 mmol) and a cat. amount of potassium iodide were added to acetonitrile (20 ml) and were refluxed for 6 h. Following filtration, the acetonitrile was evaporated under reduced pressure to give an oil. The oily residue was solved in methylene chloride and washed with water. The organic layer was separated, dried over Na2SO4 and evapora... Starting materials: C(OC(Cl)(Cl)Cl)(OC(Cl)(Cl)Cl)=O (bis(trichloromethyl) carbonate), N1CCOCC1 (morpholine), [C@H]1(CCC2=CC=CC=C12)NC1=NC2=CC=C(C=C2C=C1)N ((R)—N2-indan-1-yl-quinoline-2,6-diamine). The product is [C@H]1(CCC2=CC=CC=C12)NC1=NC2=CC=C(C=C2C=C1)NC(=O)N1CCOCC1 (Morpholine-4-carboxylic acid [2-((R)-indan-1-ylamino)-quinolin-6-yl]-amide). Reaction SMILES: [C:1](=[O:12])(OC(Cl)(Cl)Cl)OC(Cl)(Cl)Cl.[NH:13]1[CH2:18][CH2:17][O:16][CH2:15][CH2:14]1.[C@H:19]1([NH:28][C:29]2[CH:38]=[CH:37][C:36]3[C:31](=[CH:32][CH:33]=[C:34]([NH2:39])[CH:35]=3)[N:30]=2)[C:27]2[C:22](=[CH:23][CH:24]=[CH:25][CH:26]=2)[CH2:21][CH2:20]1>>[C@H:19]1([NH:28][C:29]2[CH:38]=[CH:37][C:36]3[C:31](=[CH:32][CH:33]=[C:34]([NH:39][C:1]([N:13]4[CH2:18][CH2:17][O:16][CH2:15][CH2:14]4)=[O:12])[CH:35]=3)[N:30]=2)[C:27]2[C:22](=[CH:23][CH:24]=[CH:25][CH:26]=2)[CH2:21][CH2:20]1. Procedure: The title compound was prepared in accordance with the general method 4 described in example 16 from bis(trichloromethyl) carbonate, morpholine and (R)—N2-indan-1-yl-quinoline-2,6-diamine; MS: m/e=389.5 (M+H+). The reactants are CCOC(=O)C(=Cc1ccc(-c2cccc(N(C)C(=O)Oc3ccc([N+](=O)[O-])cc3)c2)cc1)OCC, NCCc1ccccc1, CN(C)C=O, O. Product: CCOC(=O)C(=Cc1ccc(-c2cccc(N(C)C(=O)NCCc3ccccc3)c2)cc1)OCC. As a reaction SMILES: [CH2:1]([CH3:2])[O:3][C:4]([C:5](=[O:6])[O:7][CH2:8][CH3:9])=[CH:10][c:11]1[cH:12][cH:13][c:14](-[c:17]2[cH:18][c:19]([N:23]([C:24](=[O:25])[O:26][c:27]3[cH:28][cH:29][c:30]([N+:31]([O-:32])=[O:33])[cH:34][cH:35]3)[CH3:36])[cH:20][cH:21][cH:22]2)[cH:15][cH:16]1.[CH2:37]([CH2:38][c:39]1[cH:40][cH:41][cH:42][cH:43][cH:44]1)[NH2:45].[CH3:47][N:48]([CH3:49])[CH:50]=[O:51].[OH2:46]>>[CH2:1]([CH3:2])[O:3][C:4]([C:5](=[O:6])[O:7][CH2:8][CH3:9])=[CH:10][c:11]1[cH:12][cH:13][c:14](-[c:17]2[cH:18][c:19]([N:23]([C:24](=[O:25])[NH:45][CH2:37][CH2:38][c:39]3[cH:40][cH:41][cH:42][cH:43][cH:44]3)[CH3:36])[cH:20][cH:21][cH:22]2)[cH:15][cH:16]1. Starting materials: NC1=CC=C(C(C(=O)O)=C1)O (5-aminosalicylic acid), [N+](=O)([O-])C1=CC=C(C=C1)CCCBr (3-(4-nitrophenyl)propyl bromide). The product is [N+](=O)([O-])C1=CC=C(C=C1)CCCNC1=CC=C(C(C(=O)O)=C1)O (5-[3-(4-nitrophenyl)-n-propyl]aminosalicylic acid). Isolated yield 50.4%. Reaction SMILES: [NH2:1][C:2]1[CH:10]=[C:6]([C:7]([OH:9])=[O:8])[C:5]([OH:11])=[CH:4][CH:3]=1.[N+:12]([C:15]1[CH:20]=[CH:19][C:18]([CH2:21][CH2:22][CH2:23]Br)=[CH:17][CH:16]=1)([O-:14])=[O:13]>>[N+:12]([C:15]1[CH:20]=[CH:19][C:18]([CH2:21][CH2:22][CH2:23][NH:1][C:2]2[CH:10]=[C:6]([C:7]([OH:9])=[O:8])[C:5]([OH:11])=[CH:4][CH:3]=2)=[CH:17][CH:16]=1)([O-:14])=[O:13]. Reported procedure: By following the similar procedure in Synthesis Example 1 by using 5-aminosalicylic acid (500 mg, 3.26 mmole) and 3-(4-nitrophenyl)propyl bromide (950 mg, 3.92 mmole), 520 mg (50% yield) of 5-[3-(4-nitrophenyl)-n-propyl]aminosalicylic acid was obtained as a pale yellow solid.: mp 229-231° C. The reactants are C1(CCCC1)N1N=C(C=2C(=NC=CC21)OC)C2=CC=C(C=C2)CC#N ((4-(1-cyclopentyl-4-methoxy-1H-pyrazolo[4,3-c]pyridin-3-yl)phenyl)acetonitrile), [I-].[Na+] (sodium iodide), Cl[Si](C)(C)C (chloro(trimethyl)silane), O (water). The solvent is C(C)#N (acetonitrile). Reaction conditions: temperature 60 celsius, time 30 minute. Product: C1(CCCC1)N1N=C(C=2C(NC=CC21)=O)C2=CC=C(C=C2)CC#N ((4-(1-cyclopentyl-4-oxo-4,5-dihydro-1H-pyrazolo[4,3-c]pyridin-3-yl)phenyl)acetonitrile). Yield: 93.9%. As a reaction SMILES: [CH:1]1([N:6]2[C:14]3[CH:13]=[CH:12][N:11]=[C:10]([O:15]C)[C:9]=3[C:8]([C:17]3[CH:22]=[CH:21][C:20]([CH2:23][C:24]#[N:25])=[CH:19][CH:18]=3)=[N:7]2)[CH2:5][CH2:4][CH2:3][CH2:2]1.[I-].[Na+].Cl[Si](C)(C)C.O>C(#N)C>[CH:1]1([N:6]2[C:14]3[CH:13]=[CH:12][NH:11][C:10](=[O:15])[C:9]=3[C:8]([C:17]3[CH:18]=[CH:19][C:20]([CH2:23][C:24]#[N:25])=[CH:21][CH:22]=3)=[N:7]2)[CH2:5][CH2:4][CH2:3][CH2:2]1 |f:1.2|. Procedure details: To a solution of (4-(1-cyclopentyl-4-methoxy-1H-pyrazolo[4,3-c]pyridin-3-yl)phenyl)acetonitrile (81.6 mg) in acetonitrile (10 mL) were added sodium iodide (73.6 mg) and chloro(trimethyl)silane (0.249 mL), and the mixture was stirred at 60° C. for 30 min. To the reaction mixture was added water, and the mixture was extracted with ethyl acetate. The organic layer was washed with saturated brine, dried over anhydrous sodium sulfate, and concentrated under reduced pressure. The residue was purified ... Reactants: [OH-].[Ca+2].[OH-] (calcium hydroxide), C(C(O)CC(=O)O)(=O)O (malic acid). The solvent is O (water), O (water), O (water), O (water), O (water), O (water). Product: C(C(O)CC(=O)[O-])(=O)OO.[Ca+2].[Ca+2].OOC(C(O)CC(=O)[O-])=O.OOC(C(O)CC(=O)[O-])=O.OOC(C(O)CC(=O)[O-])=O (dicalciumhydroxy malate). RXN SMILES: [OH-:1].[Ca+2:2].[OH-].[C:4]([OH:12])(=[O:11])[CH:5]([CH2:7][C:8]([OH:10])=[O:9])[OH:6]>O>[C:4]([O:12][OH:1])(=[O:11])[CH:5]([CH2:7][C:8]([O-:10])=[O:9])[OH:6].[Ca+2:2].[Ca+2:2].[OH:1][O:11][C:4](=[O:12])[CH:5]([CH2:7][C:8]([O-:10])=[O:9])[OH:6].[OH:1][O:11][C:4](=[O:12])[CH:5]([CH2:7][C:8]([O-:10])=[O:9])[OH:6].[OH:1][O:11][C:4](=[O:12])[CH:5]([CH2:7][C:8]([O-:10])=[O:9])[OH:6] |f:0.1.2,5.6.7.8.9.10|. Procedure: A dicalciumhydroxy malate granular product was prepared by mixing two molar equivalents of particulate calcium hydroxide with one molar equivalent of particulate malic acid (totaling 45 kg for the entire composition) in a Ribbon Blender for 15 minutes at normal speeds. A water jacket was used to ensure that the product would not over react when small amounts of water were added to the batch. Next, about 1 L of water was slowly sprayed into the particulate mixture product. After about 10 minutes ... The reactants are ( Z )-isomer, C(C)(=O)O (acetic acid), C(C)(=O)OC(C(=CCOC(C)=O)C)OC(C)=O (1,1,4-triacetoxy-2-methyl-but-2-ene), ( E )-isomer. Solvent: O (water), O (water). Product: 23.2, C(C)(=O)OC/C=C(/C=O)\C (4-acetoxy-2-methylcrotonaldehyde). The yield is 81.6%. RXN SMILES: C([O:4][CH:5](OC(=O)C)[C:6]([CH3:13])=[CH:7][CH2:8][O:9][C:10](=[O:12])[CH3:11])(=O)C.C(O)(=O)C>O>[C:10]([O:9][CH2:8]/[CH:7]=[C:6](\[CH3:13])/[CH:5]=[O:4])(=[O:12])[CH3:11]. Procedure: 48.8 parts of 1,1,4-triacetoxy-2-methyl-but-2-ene, consisting, according to NMR analysis, of 46.4% of (E)-isomer and 53.6% of (Z)-isomer, are boiled with 500 parts of glacial acetic acid and 18 parts of water for 2.5 hours. After stripping off the acid and water on a rotary evaporator at from 40° to 50° C. under a waterpump vacuum, fractional distillation of the residue gives 23.2 parts of 4-acetoxy-2-methylcrotonaldehyde (81.6% of theory) of boiling point 102°-103° C./23.9 mbar (nD20 =1.4641). ...